This data is from the Open Reaction Database (ORD), a public repository of structured organic reaction records. The task is: describe an organic reaction: reactants, conditions, products, and yield Reactants: C(C)(=O)NC=1C(=C2CC(CC2=CC1Br)NC(C)=O)[N+](=O)[O-] (N-(5-Acetylamino-6-bromo-4-nitro-indan-2-yl)-acetamide), Cl (HCl). RXN SMILES: C([NH:4][C:5]1[C:6]([N+:19]([O-:21])=[O:20])=[C:7]2[C:11](=[CH:12][C:13]=1[Br:14])[CH2:10][CH:9]([NH:15]C(=O)C)[CH2:8]2)(=O)C.[ClH:22]>>[ClH:22].[Br:14][C:13]1[CH:12]=[C:11]2[C:7]([CH2:8][CH:9]([NH2:15])[CH2:10]2)=[C:6]([N+:19]([O-:21])=[O:20])[C:5]=1[NH2:4] |f:2.3|. Yields the product Cl.BrC1=C(C(=C2CC(CC2=C1)N)[N+](=O)[O-])N (6-bromo-4-nitro-indan-2,5-diamine monohydrochloride). The yield is 93.0%. Reported procedure: N-(5-Acetylamino-6-bromo-4-nitro-indan-2-yl)-acetamide (1 g, 2.8 mmol) was stirred in 3N HCl (80 mL) at reflux for 3 h. The resulting solid was collected by filtration and dried in vacuo. Additional material was obtained by evaporation of the filtrate to give a combined yield of 93% of the yellow orange product (0.8 g). The reactants are CC(=N)N, Cc1ncc[nH]1, ClC(Cl)Cl, NNC1=Nc2ccc(Cl)cc2C(c2ccccc2)=NC1, Cl. Yields the product CC(N)=NNC1=Nc2ccc(Cl)cc2C(c2ccccc2)=NC1. Reaction SMILES: [C:22]([CH3:23])(=[NH:24])[NH2:25].[CH3:26][c:27]1[nH:28][cH:29][cH:30][n:31]1.[CH:32]([Cl:33])([Cl:34])[Cl:35].[Cl:1][c:2]1[cH:3][cH:4][c:5]2[c:6]([cH:20]1)[C:7]([c:14]1[cH:15][cH:16][cH:17][cH:18][cH:19]1)=[N:8][CH2:9][C:10]([NH:12][NH2:13])=[N:11]2.[ClH:21]>>[Cl:1][c:2]1[cH:3][cH:4][c:5]2[c:6]([cH:20]1)[C:7]([c:14]1[cH:15][cH:16][cH:17][cH:18][cH:19]1)=[N:8][CH2:9][C:10]([NH:12][N:13]=[C:22]([CH3:23])[NH2:24])=[N:11]2. The reactants are ice water, ClC=1C=CC2=C(SC=C2NC2=CC=NC=C2)C1 (6-Chloro-3-(4-pyridinylamino)benzo[b]thiophene), [H-].[Na+] (sodium hydride), ClCCCOC1=C(C=C(C=C1)C(C)=O)OC (1-[4-(3-chloropropoxy)-3-methoxyphenyl]ethanone). Solvent: CN(C=O)C (dimethylformamide). Conditions: temperature 45 celsius, time 2 hour. Yields the product ClC=1C=CC2=C(SC=C2N(CCCOC2=C(C=C(C=C2)C(C)=O)OC)C2=CC=NC=C2)C1 (1-[4-[3-(6-Chlorobenzo[b]thien-3-yl-4-pyridinylamino)propoxy]3-methoxyphenyl]ethanone). The yield is 58.5%. RXN SMILES: [Cl:1][C:2]1[CH:3]=[CH:4][C:5]2[C:9]([NH:10][C:11]3[CH:16]=[CH:15][N:14]=[CH:13][CH:12]=3)=[CH:8][S:7][C:6]=2[CH:17]=1.[H-].[Na+].Cl[CH2:21][CH2:22][CH2:23][O:24][C:25]1[CH:30]=[CH:29][C:28]([C:31](=[O:33])[CH3:32])=[CH:27][C:26]=1[O:34][CH3:35]>CN(C)C=O>[Cl:1][C:2]1[CH:3]=[CH:4][C:5]2[C:9]([N:10]([C:11]3[CH:16]=[CH:15][N:14]=[CH:13][CH:12]=3)[CH2:21][CH2:22][CH2:23][O:24][C:25]3[CH:30]=[CH:29][C:28]([C:31](=[O:33])[CH3:32])=[CH:27][C:26]=3[O:34][CH3:35])=[CH:8][S:7][C:6]=2[CH:17]=1 |f:1.2|. Procedure details: 6-Chloro-3-(4-pyridinylamino)benzo[b]thiophene (4 g, 15 mmol) was added portionwise as a powder to a suspension of sodium hydride (60% oil dispersion, 0.7 g, 18 mmol, washed with heptane) in 50 mL of dimethylformamide. After the anion formation was completed, 1-[4-(3-chloropropoxy)-3-methoxyphenyl]ethanone (4 g, 16 mmol) was added. The reaction mixture was stirred two hours at 45° C., and then was poured into ice-water and extracted with ethyl acetate. The organic extract was washed with water a... Reactants: Fc1cccc(Br)c1F, C=CCCC(=O)CCC=C, C1CCOC1, [Li]CCCC. Yields the product C=CCCC(O)(CCC=C)c1cccc(F)c1F. As a reaction SMILES: [Br:1][c:2]1[c:3]([F:9])[c:4]([F:8])[cH:5][cH:6][cH:7]1.[CH2:15]=[CH:16][CH2:17][CH2:18][C:19]([CH2:20][CH2:21][CH:22]=[CH2:23])=[O:24].[CH2:25]1[O:26][CH2:27][CH2:28][CH2:29]1.[CH3:10][CH2:11][CH2:12][CH2:13][Li:14]>>[c:2]1([C:19]([CH2:18][CH2:17][CH:16]=[CH2:15])([CH2:20][CH2:21][CH:22]=[CH2:23])[OH:24])[c:3]([F:9])[c:4]([F:8])[cH:5][cH:6][cH:7]1. Starting materials: O (water), BrCCBr (1,2-Dibromoethane), C([O-])([O-])=O.[K+].[K+] (potassium carbonate), [N+](=O)([O-])C1=C(C(O)=CC=C1)O (3-nitrocatechol). The reagents and catalysts are [Br-].C(CCC)[N+](CCCC)(CCCC)CCCC (tetra-n-butyl ammonium bromide). Run in C1(=CC=CC=C1)C (toluene). The product is [N+](=O)([O-])C1=CC=CC=2OCCOC21 (5-Nitro-2,3-dihydro-1,4-benzodioxin). Isolated yield 32.7%. Reaction SMILES: Br[CH2:2][CH2:3]Br.C(=O)([O-])[O-].[K+].[K+].[N+:11]([C:14]1[CH:20]=[CH:19][CH:18]=[C:16]([OH:17])[C:15]=1[OH:21])([O-:13])=[O:12].O>[Br-].C([N+](CCCC)(CCCC)CCCC)CCC.C1(C)C=CC=CC=1>[N+:11]([C:14]1[C:15]2[O:21][CH2:3][CH2:2][O:17][C:16]=2[CH:18]=[CH:19][CH:20]=1)([O-:13])=[O:12] |f:1.2.3,6.7|. Procedure: 1,2-Dibromoethane (12.0 g, 0.064 mol), potassium carbonate (17.6 g, 0.127 mol) and tetra-n-butyl ammonium bromide (1.37 g, 0.0043 mol) were added to a stirred solution of 3-nitrocatechol (6.59 g, 0.043 mol) in toluene (210 ml). The solution was heated at reflux with azeotropic removal of water for 23 h, cooled to room temperature, washed with 2N. sodium hydroxide solution (150 ml), dried (Na2SO4), and evaporated in vacuo to give an orange oil. Purification by column chromatography (silica; ether... Starting materials: CCOC(=O)c1c2n(c3cc(Cl)c(F)cc3c1=O)C(c1ccccc1)CS2, CCO, CC(=O)O, [Na+], [OH-], O. Yields the product O=C(O)c1c2n(c3cc(Cl)c(F)cc3c1=O)C(c1ccccc1)CS2. Reaction SMILES: [CH2:1]([CH3:2])[O:3][C:4](=[O:5])[c:6]1[c:7]2[n:8]([c:9]3[cH:10][c:11]([Cl:18])[c:12]([F:17])[cH:13][c:14]3[c:15]1=[O:16])[CH:19]([c:22]1[cH:23][cH:24][cH:25][cH:26][cH:27]1)[CH2:20][S:21]2.[CH3:30][CH2:31][OH:32].[CH3:34][C:35](=[O:36])[OH:37].[Na+:29].[OH-:28].[OH2:33]>>[O:3]=[C:4]([OH:5])[c:6]1[c:7]2[n:8]([c:9]3[cH:10][c:11]([Cl:18])[c:12]([F:17])[cH:13][c:14]3[c:15]1=[O:16])[CH:19]([c:22]1[cH:23][cH:24][cH:25][cH:26][cH:27]1)[CH2:20][S:21]2. The reactants are [H-].[Al+3].[Li+].[H-].[H-].[H-] (Lithium aluminium hydride), C(C1=CC=CC=C1)(C1=CC=CC=C1)N1CCN(CC1)CCCC(C)=O (5-(4-Benzhydrylpiperazin-1-yl)-2-pentanone). Solvent: C1CCOC1 (THF), C1CCOC1 (THF). Run at temperature -78 celsius. The product is C(C1=CC=CC=C1)(C1=CC=CC=C1)N1CCN(CC1)CCCC(C)O ((RS)-5-(4-benzhydrylpiperazin-1-yl)-2-pentanol). Isolated yield 95.1%. RXN SMILES: [H-].[Al+3].[Li+].[H-].[H-].[H-].[CH:7]([N:20]1[CH2:25][CH2:24][N:23]([CH2:26][CH2:27][CH2:28][C:29](=[O:31])[CH3:30])[CH2:22][CH2:21]1)([C:14]1[CH:19]=[CH:18][CH:17]=[CH:16][CH:15]=1)[C:8]1[CH:13]=[CH:12][CH:11]=[CH:10][CH:9]=1>C1COCC1>[CH:7]([N:20]1[CH2:21][CH2:22][N:23]([CH2:26][CH2:27][CH2:28][CH:29]([OH:31])[CH3:30])[CH2:24][CH2:25]1)([C:8]1[CH:13]=[CH:12][CH:11]=[CH:10][CH:9]=1)[C:14]1[CH:19]=[CH:18][CH:17]=[CH:16][CH:15]=1 |f:0.1.2.3.4.5|. Reported procedure: Lithium aluminium hydride (97 mg, 2.56 mmol) was taken up in dry THF (15 ml) and stirred under an inert atmosphere at -78° C. 5-(4-Benzhydrylpiperazin-1-yl)-2-pentanone (717 mg, 2.13 mmol) as a solution in THF (35 ml) was added dropwise. The reaction was stirred at -78° C. for 15 minutes before allowing to warm to room temperature. After a total reaction time of 30 minutes the reaction was quenched with a 15% aqueous solution of sodium hydroxide (25 ml). The reaction mixture was filtered through... Reactants: C(C=C)[C@@]1(C(N([C@@H]([C@H](C1)C1=CC(=CC=C1)Cl)C1=CC=C(C=C1)Cl)[C@H](CO)CC)=O)C ((3S,5R,6S)-3-allyl-5-(3-chlorophenyl)-6-(4-chlorophenyl)-1-((S)-1-hydroxybutan-2-yl)-3-methylpiperidin-2-one), [H-].[Na+] (sodium hydride), IC (iodomethane). Solvent: C1CCOC1 (THF). Reaction conditions: temperature 0 celsius, time 30 minute. Yields the product C(C=C)[C@@]1(C(N([C@@H]([C@H](C1)C1=CC(=CC=C1)Cl)C1=CC=C(C=C1)Cl)[C@H](COC)CC)=O)C ((3S,5R,6S)-3-allyl-5-(3-chlorophenyl)-6-(4-chlorophenyl)-1-((S)-1-methoxybutan-2-yl)-3-methylpiperidin-2-one). RXN SMILES: [CH2:1]([C@@:4]1([CH3:30])[CH2:9][C@H:8]([C:10]2[CH:15]=[CH:14][CH:13]=[C:12]([Cl:16])[CH:11]=2)[C@@H:7]([C:17]2[CH:22]=[CH:21][C:20]([Cl:23])=[CH:19][CH:18]=2)[N:6]([C@@H:24]([CH2:27][CH3:28])[CH2:25][OH:26])[C:5]1=[O:29])[CH:2]=[CH2:3].[H-].[Na+].I[CH3:34]>C1COCC1>[CH2:1]([C@@:4]1([CH3:30])[CH2:9][C@H:8]([C:10]2[CH:15]=[CH:14][CH:13]=[C:12]([Cl:16])[CH:11]=2)[C@@H:7]([C:17]2[CH:18]=[CH:19][C:20]([Cl:23])=[CH:21][CH:22]=2)[N:6]([C@@H:24]([CH2:27][CH3:28])[CH2:25][O:26][CH3:34])[C:5]1=[O:29])[CH:2]=[CH2:3] |f:1.2|. Reported procedure: To a solution of 50 mg (0.112 mmol) of (3S,5R,6S)-3-allyl-5-(3-chlorophenyl)-6-(4-chlorophenyl)-1-((S)-1-hydroxybutan-2-yl)-3-methylpiperidin-2-one (Example 91, Step B) in 0.5 mL of THF was added 60% sodium hydride (8.96 mg, 0.244 mmol) at 0° C. After being stirred at 0° C. for 30 min, iodomethane (14.01 uL, 0.244 mmol) was added. The reaction was allowed to warm to 25° C., and stirred for an additional 2 h until completion. The reaction was quenched with saturated aqueous NH4Cl solution, extrac...